From a dataset of the Open Reaction Database (ORD), a public repository of structured organic reaction records. describe an organic reaction: reactants, conditions, products, and yield The reactants are ClC1=C(C=C(C(=C1)Cl)Cl)O (2,4,5-trichlorophenol), C1(CCCCC1)N=C=NC1CCCCC1 (N,N'-dicyclohexylcarbodiimide), Cl (HCl), Ethyl 5'-(4-formyl-3,5-dimethoxyphenoxy)valerate, [BH4-].[Na+] (sodium borohydride). The solvent is C(C)(=O)OCC (ethyl acetate), [OH-].[Na+].CO (NaOH MeOH). Reaction conditions: temperature 25 celsius. Yields the product formyl, ClC1=C(C(=C(C=C1)O)Cl)Cl (trichlorophenol). Yield: 59.0%. RXN SMILES: [BH4-].[Na+].[ClH:3].Cl[C:5]1[CH:10]=[C:9]([Cl:11])[C:8]([Cl:12])=[CH:7][C:6]=1[OH:13].C1(N=C=NC2CCCCC2)CCCCC1>[OH-].[Na+].CO.C(OCC)(=O)C>[Cl:11][C:9]1[CH:10]=[CH:5][C:6]([OH:13])=[C:7]([Cl:3])[C:8]=1[Cl:12] |f:0.1,5.6.7|. Procedure: Ethyl 5'-(4-formyl-3,5-dimethoxyphenoxy)valerate (13.2 g, 42.5 mmol) was dissolved in 1 n NaOH-MeOH (1:1) (100 mL) and after 10 minutes of stirring sodium borohydride (2.2 g, 60 mmol) was added portionwise over 45 minutes. After stirring two additional hours at 25° C., the solutions was chilled to 4° C., acidified with 1 N HCl to pH 5, and extracted with ethyl acetate (4×25 mL). The combined organic phases were washed with saturated aqueous NaCl (2×25 mL) and dried over MgSO4. 2,4,5-trichlorophe... Starting materials: CC1(C=CC(CC1)=O)C (4,4-dimethylcyclohex-2-en-1-one), ClC1=CC=C(CCl)C=C1 (4-chlorobenzyl chloride), [Mg] (magnesium). Run in C(C)OCC (diethyl ether), C(C)OCC (diethyl ether), C(C)OCC (diethyl ether). Conditions: time 8 hour. Product: ClC1=CC=C(CC2(C=CC(CC2)(C)C)O)C=C1 (1-(4-chlorobenzyl) -4,4-dimethylcyclohex-2-en-1-ol). Yield: 89.2%. Reaction SMILES: [Cl:1][C:2]1[CH:9]=[CH:8][C:5]([CH2:6]Cl)=[CH:4][CH:3]=1.[Mg].[CH3:11][C:12]1([CH3:19])[CH2:17][CH2:16][C:15](=[O:18])[CH:14]=[CH:13]1>C(OCC)C>[Cl:1][C:2]1[CH:9]=[CH:8][C:5]([CH2:6][C:15]2([OH:18])[CH2:16][CH2:17][C:12]([CH3:19])([CH3:11])[CH:13]=[CH:14]2)=[CH:4][CH:3]=1. Procedure details: A solution of 4-chlorobenzyl chloride (266 g, 1.65 mol) in diethyl ether (200 ml) was added slowly to a stirred mixture of magnesium (42 g, 1.73 mol) in diethyl ether (700 ml) to maintain the mixture at reflux. The mixture was warmed for a further 20 minutes after addition was complete. A solution of 4,4-dimethylcyclohex-2-en-1-one (226 g, 1.82 mol) in diethyl ether (60 ml) was then added dropwise over a period of 30 minutes so as to maintain the mixture at reflux and the mixture stirred overnig... Reactants: O=C(O)c1ccc(Br)c(F)c1, C1COCCN1, CCN1CCOCC1, ClCCCl, CN(C)C=O, On1nnc2ccccc21. Product: O=C(c1ccc(Br)c(F)c1)N1CCOCC1. As a reaction SMILES: [Br:1][c:2]1[c:3]([F:11])[cH:4][c:5]([C:6](=[O:7])[OH:8])[cH:9][cH:10]1.[CH2:12]1[CH2:13][O:14][CH2:15][CH2:16][NH:17]1.[CH2:18]([N:19]1[CH2:20][CH2:21][O:22][CH2:23][CH2:24]1)[CH3:25].[CH2:36]([Cl:37])[CH2:38][Cl:39].[O:40]=[CH:41][N:42]([CH3:43])[CH3:44].[OH:26][n:27]1[c:28]2[c:29]([cH:30][cH:31][cH:32][cH:33]2)[n:34][n:35]1>>[Br:1][c:2]1[c:3]([F:11])[cH:4][c:5]([C:6](=[O:8])[N:17]2[CH2:12][CH2:13][O:14][CH2:15][CH2:16]2)[cH:9][cH:10]1. As a reaction SMILES: [O:1]([CH2:8][C:9]1[NH:10][CH:11]=[C:12]([C:14]2[CH:27]=[CH:26][C:17]([O:18][C:19]3[CH:25]=[CH:24][C:22]([NH2:23])=[CH:21][CH:20]=3)=[CH:16][CH:15]=2)[N:13]=1)[C:2]1[CH:7]=[CH:6][CH:5]=[CH:4][CH:3]=1.[C:28]1([N:34]=[C:35]=[O:36])[CH:33]=[CH:32][CH:31]=[CH:30][CH:29]=1.O.C(OCC)(=O)C>CN(C)C=O>[O:1]([CH2:8][C:9]1[NH:10][CH:11]=[C:12]([C:14]2[CH:27]=[CH:26][C:17]([O:18][C:19]3[CH:20]=[CH:21][C:22]([NH:23][C:35]([NH:34][C:28]4[CH:33]=[CH:32][CH:31]=[CH:30][CH:29]=4)=[O:36])=[CH:24][CH:25]=3)=[CH:16][CH:15]=2)[N:13]=1)[C:2]1[CH:7]=[CH:6][CH:5]=[CH:4][CH:3]=1. Starting materials: C(C)(=O)OCC (ethyl acetate), O(C1=CC=CC=C1)CC=1NC=C(N1)C1=CC=C(OC2=CC=C(N)C=C2)C=C1 (4-{4-[2-(phenoxymethyl)-1H-imidazol-4-yl]phenoxy}aniline), C1(=CC=CC=C1)N=C=O (phenylisocyanate), O (water). Procedure details: A mixture containing 4-{4-[2-(phenoxymethyl)-1H-imidazol-4-yl]phenoxy}aniline (0.2 g, 0.56 mmol) and phenylisocyanate (0.136 g, 1.12 mmol) in 3 ml of dimethylformamide is heated at 100° C. for two hours. After returning to ambient temperature 20 ml of water and 30 ml of ethyl acetate are added followed by extraction, then the organic phase is washed with a saturated sodium chloride solution. The organic phase is dried over sodium sulfate, filtered and concentrated to dryness under vacuum. The so... Reaction conditions: temperature 100 celsius. The yield is 21.0%. Run in CN(C=O)C (dimethylformamide). The product is O(C1=CC=CC=C1)CC=1NC=C(N1)C1=CC=C(OC2=CC=C(C=C2)NC(=O)NC2=CC=CC=C2)C=C1 (N-(4-{4-[2-(phenoxymethyl)-1H-imidazol-4-yl]phenoxy}phenyl)-N′-phenylurea). As a reaction SMILES: [BH4-:24].[CH3:26][OH:27].[F:1][C:2]([c:3]1[cH:4][c:5]([CH:20]=[O:21])[c:6]2[cH:7][cH:8][n:9]([CH2:12][O:13][CH2:14][CH2:15][Si:16]([CH3:17])([CH3:18])[CH3:19])[c:10]2[cH:11]1)([F:22])[F:23].[Na+:25]>>[F:1][C:2]([c:3]1[cH:4][c:5]([CH2:20][OH:21])[c:6]2[cH:7][cH:8][n:9]([CH2:12][O:13][CH2:14][CH2:15][Si:16]([CH3:17])([CH3:18])[CH3:19])[c:10]2[cH:11]1)([F:22])[F:23]. Yields the product C[Si](C)(C)CCOCn1ccc2c(CO)cc(C(F)(F)F)cc21. Reactants: [BH4-], CO, C[Si](C)(C)CCOCn1ccc2c(C=O)cc(C(F)(F)F)cc21, [Na+]. The reagents and catalysts are C=1C=CC(=CC1)[P](C=2C=CC=CC2)(C=3C=CC=CC3)[Pd]([P](C=4C=CC=CC4)(C=5C=CC=CC5)C=6C=CC=CC6)([P](C=7C=CC=CC7)(C=8C=CC=CC8)C=9C=CC=CC9)[P](C=1C=CC=CC1)(C=1C=CC=CC1)C=1C=CC=CC1 (tetrakis(triphenylphosphine)palladium(0)). Yields the product C1(CC1)NC(=O)C=1C=CC(=C(C1)C=1C=C2C(=CN(C(C2=CC1)=O)CC1=CC=NC=C1)C(=O)OC)C (6-(5-(Cyclopropylcarbamoyl)-2-methylphenyl)-1-oxo-2-(pyridin-4-ylmethyl)-1,2-dihydroisoquinoline-4-carboxylic acid, methyl ester). Conditions: temperature 80 celsius. The reactants are BrC=1C=C2C(=CN(C(C2=CC1)=O)CC1=CC=NC=C1)C(=O)OC (6-Bromo-1-oxo-2-(pyridin-4-ylmethyl)-1,2-dihydroisoquinoline-4-carboxylic acid, methyl ester), C1(CC1)NC(C1=CC(=C(C=C1)C)B1OC(C(O1)(C)C)(C)C)=O (N-cyclopropyl-4-methyl-3-(4,4,5,5-tetramethyl-1,3,2-dioxaborolan-2-yl)benzamide), C([O-])([O-])=O.[K+].[K+] (potassium carbonate). Run in CN(C=O)C (N,N-dimethylformamide). Procedure details: A mixture of the product of step i) (0.7 g), N-cyclopropyl-4-methyl-3-(4,4,5,5-tetramethyl-1,3,2-dioxaborolan-2-yl)benzamide (0.565 g) and potassium carbonate (0.518 g) in degassed N,N-dimethylformamide (15 mL) was treated with tetrakis(triphenylphosphine)palladium(0) (0.25 g) and the mixture heated at 80° C. under nitrogen for 40 hours. The reaction mixture was concentrated to dryness and the residue purified (SiO2, 5% methanol in dichloromethane as eluent) to give the sub-title compound (0.70 ... RXN SMILES: Br[C:2]1[CH:3]=[C:4]2[C:9](=[CH:10][CH:11]=1)[C:8](=[O:12])[N:7]([CH2:13][C:14]1[CH:19]=[CH:18][N:17]=[CH:16][CH:15]=1)[CH:6]=[C:5]2[C:20]([O:22][CH3:23])=[O:21].[CH:24]1([NH:27][C:28](=[O:45])[C:29]2[CH:34]=[CH:33][C:32]([CH3:35])=[C:31](B3OC(C)(C)C(C)(C)O3)[CH:30]=2)[CH2:26][CH2:25]1.C(=O)([O-])[O-].[K+].[K+]>CN(C)C=O.C1C=CC([P]([Pd]([P](C2C=CC=CC=2)(C2C=CC=CC=2)C2C=CC=CC=2)([P](C2C=CC=CC=2)(C2C=CC=CC=2)C2C=CC=CC=2)[P](C2C=CC=CC=2)(C2C=CC=CC=2)C2C=CC=CC=2)(C2C=CC=CC=2)C2C=CC=CC=2)=CC=1>[CH:24]1([NH:27][C:28]([C:29]2[CH:34]=[CH:33][C:32]([CH3:35])=[C:31]([C:2]3[CH:3]=[C:4]4[C:9](=[CH:10][CH:11]=3)[C:8](=[O:12])[N:7]([CH2:13][C:14]3[CH:15]=[CH:16][N:17]=[CH:18][CH:19]=3)[CH:6]=[C:5]4[C:20]([O:22][CH3:23])=[O:21])[CH:30]=2)=[O:45])[CH2:25][CH2:26]1 |f:2.3.4,^1:60,62,81,100|. Starting materials: C(C)OC([C@H](CC1=CC=C(C=C1)OCC(=O)O)OC)=O ((2S)-3-(4-carboxymethoxy-phenyl)-2-methoxy-propionic acid ethyl ester), ClC1=CC=C(C=C1)C(C1=CC=CC=C1)N (C-(4-chloro-phenyl)-C-phenyl-methylamine), C(C)O[C@H](C(=O)O)CC1=CC=C(C=C1)O[C@H](C)C(NCCC1=CC=C(C=C1)OC1=CC=CC=C1)=O ((2S,1R)-2-ethoxy-3-(4-{1-[2-(4-phenoxy-phenyl)-ethylcarbamoyl]-ethoxy}-phenyl)-propionic acid). The product is ClC1=CC=C(C=C1)C(C1=CC=CC=C1)NC(=O)COC1=CC=C(C=C1)C[C@@H](C(=O)O)OC ((2S)-3-[4-({[(4-chloro-phenyl)-phenyl-methyl]-carbamoyl}-methoxy)-phenyl]-2-methoxy-propionic acid). As a reaction SMILES: C([O:3][C:4](=[O:20])[C@@H:5]([O:18][CH3:19])[CH2:6][C:7]1[CH:12]=[CH:11][C:10]([O:13][CH2:14][C:15]([OH:17])=O)=[CH:9][CH:8]=1)C.[Cl:21][C:22]1[CH:27]=[CH:26][C:25]([CH:28]([NH2:35])[C:29]2[CH:34]=[CH:33][CH:32]=[CH:31][CH:30]=2)=[CH:24][CH:23]=1.C(O[C@@H](CC1C=CC(O[C@@H](C(=O)NCCC2C=CC(OC3C=CC=CC=3)=CC=2)C)=CC=1)C(O)=O)C>>[Cl:21][C:22]1[CH:23]=[CH:24][C:25]([CH:28]([NH:35][C:15]([CH2:14][O:13][C:10]2[CH:9]=[CH:8][C:7]([CH2:6][C@H:5]([O:18][CH3:19])[C:4]([OH:3])=[O:20])=[CH:12][CH:11]=2)=[O:17])[C:29]2[CH:34]=[CH:33][CH:32]=[CH:31][CH:30]=2)=[CH:26][CH:27]=1. Procedure: The title compound was prepared from (2S)-3-(4-carboxymethoxy-phenyl)-2-methoxy-propionic acid ethyl ester (PREPARATION 3, step 2) and C-(4-chloro-phenyl)-C-phenyl-methylamine via the same procedure used for the preparation of (2S,1R)-2-ethoxy-3-(4-{1-[2-(4-phenoxy-phenyl)-ethylcarbamoyl]-ethoxy}-phenyl)-propionic acid (Example 1, step 3) to produce a yellow oil. MS (ES) for C25H24ClNO5 [M+H]+: 454. The reactants are [OH-].[Na+] (Sodium hydroxide), C(C=C)OCC=C (allyl ether), C(C=C)O (allyl alcohol), O1NC(CC1)=O (isoxazolidin-3-one), N,N-dimethyamino pyridine, C(C)(=O)OC(C)=O (acetic anhydride), BrC1=NOC=C1 (racemic bromoisoxazole), C(=O)O (Formic acid). Reagents/catalysts: C=1C=CC(=CC1)[P](C=2C=CC=CC2)(C=3C=CC=CC3)[Pd]([P](C=4C=CC=CC4)(C=5C=CC=CC5)C=6C=CC=CC6)([P](C=7C=CC=CC7)(C=8C=CC=CC8)C=9C=CC=CC9)[P](C=1C=CC=CC1)(C=1C=CC=CC1)C=1C=CC=CC1 (palladium tetrakis). The solvent is O1CCCC1 (tetrahydrofuran), O1CCCC1 (tetrahydrofuran), C(Cl)Cl (methylene chloride), C(C)(=O)OCC (ethyl acetate), O (water), C(C)(=O)OCC (ethyl acetate), O (water), C(C)(=O)OCC (ethyl acetate), O (water). Reaction conditions: temperature 60 celsius, time 2 hour. The product is C(C)(=O)OC1=NOCC1 (4,5-dihydroisoxazol-3-yl acetate), C(C)(=O)[O-] (racemic acetate). RXN SMILES: Br[C:2]1[CH:6]=[CH:5][O:4][N:3]=1.[OH-].[Na+].C(O)C=C.C(OCC=C)C=C.C(O)=O.O1CCC(=O)N1.[C:29]([O:32]C(=O)C)(=[O:31])[CH3:30]>O1CCCC1.C(Cl)Cl.C1C=CC([P]([Pd]([P](C2C=CC=CC=2)(C2C=CC=CC=2)C2C=CC=CC=2)([P](C2C=CC=CC=2)(C2C=CC=CC=2)C2C=CC=CC=2)[P](C2C=CC=CC=2)(C2C=CC=CC=2)C2C=CC=CC=2)(C2C=CC=CC=2)C2C=CC=CC=2)=CC=1.C(OCC)(=O)C.O>[C:29]([O:32][C:2]1[CH2:6][CH2:5][O:4][N:3]=1)(=[O:31])[CH3:30].[C:29]([O-:32])(=[O:31])[CH3:30] |f:1.2,^1:47,49,68,87|. Procedure details: 4,5-dihydroisoxazol-3-yl acetate I-260a and I-260b were prepared in 3 steps according to the following procedures: racemic bromoisoxazole I-10 was (1.0 equiv) was dissolved in tetrahydrofuran (1.0 M). 1N Sodium hydroxide solution is added (4.0 equiv) followed by allyl alcohol (45 equiv). The reaction was sealed and heated to 60° C. for 3 h. The reaction mixture was allowed to cool and then transferred to a separatory funnel with excess water and ethyl acetate. The organic layer was washed water ... The reactants are NC=1C=C2C(=CNC2=CC1)CC#N (5-amino-1H-indole-3-acetonitrile), C(=O)OC (methyl formate). RXN SMILES: [NH2:1][C:2]1[CH:3]=[C:4]2[C:8](=[CH:9][CH:10]=1)[NH:7][CH:6]=[C:5]2[CH2:11][C:12]#[N:13].[CH:14](OC)=[O:15]>>[C:12]([CH2:11][C:5]1[C:4]2[C:8](=[CH:9][CH:10]=[C:2]([NH:1][CH:14]=[O:15])[CH:3]=2)[NH:7][CH:6]=1)#[N:13]. Reported procedure: A solution of 5-amino-1H-indole-3-acetonitrile (0.5 g) in methyl formate (20 ml) was stirred at room temperature for 24 h. The resulting solid precipitate was filtered off, washed with ether (2×20 ml) and dried in vacuo to give the title compound (0.41 g) as a white microcrystalline solid m.p. 196°-200° (softens 194°). Product: C(#N)CC1=CNC2=CC=C(C=C12)NC=O (N-[3-(Cyanomethyl)-1H-indol-5-yl]formamide). The reactants are C1(=C(C=CC=C1)N)N (o-phenylenediamine), C1CC2=C3C(=C4C(=C2)C=C(C(=O)O4)C(=O)O)CCCN3C1 (coumarin 343), S(=O)(=O)(C(F)(F)F)OS(=O)(=O)C(F)(F)F (triflic anhydride), C1(=CC=CC=C1)P(C1=CC=CC=C1)(C1=CC=CC=C1)=O (triphenylphosphine oxide), C1(=C(C=CC=C1)N)N (o-phenylenediamine), diphenyl, C1CC2=C3C(=C4C(=C2)C=C(C(=O)O4)C(=O)O)CCCN3C1 (coumarin 343). Solvent: C(Cl)Cl (methylene chloride), C(Cl)Cl (methylene chloride), C(Cl)Cl (methylene chloride). Reaction conditions: time 8 hour. The product is diphenyl, CCN(CC)C1=CC2=C(C=C1)C=C(C(=O)O2)C3=NC4=CC=CC=C4N3 (coumarin 7). Reaction SMILES: [C:1]1([NH2:8])[CH:6]=[CH:5][CH:4]=[CH:3][C:2]=1[NH2:7].[CH2:9]1[CH2:29][N:28]2[C:12]3[C:13](C[CH2:26][CH2:27]2)=[C:14]2[O:21][C:19](=[O:20])[C:18]([C:22](O)=O)=[CH:17][C:15]2=[CH:16][C:11]=3C1.S(OS(C(F)(F)F)(=O)=O)(C(F)(F)F)(=O)=O.C1(P(=O)(C2C=CC=CC=2)C2C=CC=CC=2)C=CC=CC=1>C(Cl)Cl>[CH3:9][CH2:29][N:28]([C:12]1[CH:11]=[CH:16][C:15]2[CH:17]=[C:18]([C:22]3[NH:8][C:1]4[C:2](=[CH:3][CH:4]=[CH:5][CH:6]=4)[N:7]=3)[C:19]([O:21][C:14]=2[CH:13]=1)=[O:20])[CH2:27][CH3:26]. Reported procedure: The diphenyl analog of coumarin 7 was prepared by the dehydration/condensation (J. B. Hendrickson, M. S. Hussoin, J. Org. Chem. 1987, 52, 4139-4140) of o-phenylenediamine with the diphenyl analog of coumarin 343. A solution of 7.9 ml of triflic anhydride in 150 ml methylene chloride was added to a solution of 26.16 g triphenylphosphine oxide in 150 ml methylene chloride at 0° C. under nitrogen atmosphere. The resulting mixture was allowed to come to room temperature and a solution of 2.54 g o-ph...